From a dataset of the Open Reaction Database (ORD), a public repository of structured organic reaction records. describe an organic reaction: reactants, conditions, products, and yield Reactants: Cc1ccccc1-n1nnc2c(OC(COCCO[Si](c3ccccc3)(c3ccccc3)C(C)(C)C)C(=O)Nc3ccc(Cl)cn3)ncnc21, CO, Cl. Product: Cc1ccccc1-n1nnc2c(OC(COCCO)C(=O)Nc3ccc(Cl)cn3)ncnc21. RXN SMILES: [C:2]([Si:3]([c:4]1[cH:5][cH:6][cH:40][cH:41][cH:42]1)([O:7][CH2:8][CH2:9][O:10][CH2:11][CH:12]([C:13](=[O:14])[NH:15][c:16]1[n:17][cH:18][c:19]([Cl:22])[cH:20][cH:21]1)[O:23][c:24]1[c:25]2[c:26]([n:27][cH:28][n:29]1)[n:30](-[c:33]1[c:34]([CH3:39])[cH:35][cH:36][cH:37][cH:38]1)[n:31][n:32]2)[c:43]1[cH:44][cH:45][cH:46][cH:47][cH:48]1)([CH3:49])([CH3:50])[CH3:51].[CH3:52][OH:53].[ClH:1]>>[OH:7][CH2:8][CH2:9][O:10][CH2:11][CH:12]([C:13](=[O:14])[NH:15][c:16]1[n:17][cH:18][c:19]([Cl:22])[cH:20][cH:21]1)[O:23][c:24]1[c:25]2[c:26]([n:27][cH:28][n:29]1)[n:30](-[c:33]1[c:34]([CH3:39])[cH:35][cH:36][cH:37][cH:38]1)[n:31][n:32]2.